This data is from the Open Reaction Database (ORD), a public repository of structured organic reaction records. The task is: describe an organic reaction: reactants, conditions, products, and yield The reactants are NC=1C=NC=CC1C1=NC=2N([C@@H](C(N(C2C=N1)C)=O)CC)C1CCCC1 ((R)-2-(3-aminopyridin-4-yl)-8-cyclopentyl-7-ethyl-5-methyl-7,8-dihydropteridin-6(5H)-one), ClCOC([O-])=O (chloromethylcarbonate), O (water). Solvent: N1=CC=CC=C1 (pyridine). Run at temperature 80 celsius, time 8 hour. Product: C1(CCCC1)N1[C@@H](C(N(C=2C=NC(=NC12)C1=C(C=NC=C1)NC(OC)=O)C)=O)CC ((R)-methyl 4-(8-cyclopentyl-7-ethyl-5-methyl-6-oxo-5,6,7,8-tetrahydropteridin-2-yl)pyridin-3-ylcarbamate). Reaction SMILES: [NH2:1][C:2]1[CH:3]=[N:4][CH:5]=[CH:6][C:7]=1[C:8]1[N:17]=[CH:16][C:15]2[N:14]([CH3:18])[C:13](=[O:19])[C@@H:12]([CH2:20][CH3:21])[N:11]([CH:22]3[CH2:26][CH2:25][CH2:24][CH2:23]3)[C:10]=2[N:9]=1.Cl[CH2:28][O:29][C:30](=O)[O-:31].O>N1C=CC=CC=1>[CH:22]1([N:11]2[C:10]3[N:9]=[C:8]([C:7]4[CH:6]=[CH:5][N:4]=[CH:3][C:2]=4[NH:1][C:30](=[O:31])[O:29][CH3:28])[N:17]=[CH:16][C:15]=3[N:14]([CH3:18])[C:13](=[O:19])[C@H:12]2[CH2:20][CH3:21])[CH2:26][CH2:25][CH2:24][CH2:23]1. Reported procedure: A mixture of (R)-2-(3-aminopyridin-4-yl)-8-cyclopentyl-7-ethyl-5-methyl-7,8-dihydropteridin-6(5H)-one (Example 91, 1 eq) and chloromethylcarbonate (10 eq) in dry pyridine under Ar was stirred at 80° C. overnight. The mixture was cooled to rt and water was added, then extracted with EtOAc. The organic layer was dried with Na2SO4, then concentrated and the residue was purified by a silica gel column to give the title compound. LCMS (0.05% TFA): 411.1 m/z (M+H)+; 1H-NMR (DMSO-d6, 500 MHz): δ: 12.22... The reactants are C(C)(=O)OCC (ethyl acetate), CN(CCNC)C (N,N,N′-trimethylethylenediamine), BrCC(=O)OC(C)(C)C (tert-butyl bromoacetate), C([O-])([O-])=O.[K+].[K+] (potassium carbonate). The solvent is C(C)#N (acetonitrile). Conditions: time 12 hour. The product is CN(CCN(CC(=O)OC(C)(C)C)C)C (tert-Butyl 2-[[2-(dimethylamino)ethyl](methyl)amino]acetate). The yield is 72.3%. As a reaction SMILES: [CH3:1][N:2]([CH3:7])[CH2:3][CH2:4][NH:5][CH3:6].C(=O)([O-])[O-].[K+].[K+].Br[CH2:15][C:16]([O:18][C:19]([CH3:22])([CH3:21])[CH3:20])=[O:17].C(OCC)(=O)C>C(#N)C>[CH3:1][N:2]([CH3:7])[CH2:3][CH2:4][N:5]([CH3:6])[CH2:15][C:16]([O:18][C:19]([CH3:22])([CH3:21])[CH3:20])=[O:17] |f:1.2.3|. Procedure details: A solution of N,N,N′-trimethylethylenediamine (899 mg, Tokyo Kasei Kogyo) in acetonitrile (31 ml) was cooled to 0° C., added with potassium carbonate (2.21 g, and then slowly added dropwise with tert-butyl bromoacetate (1.56 g, Wako Pure Chemical Industries), and the mixture was stirred at the same temperature for 12 hours. The reaction mixture was added with ethyl acetate, and the insoluble solids were removed by filtration through Celite. The solvent was evaporated under reduced pressure, and ... Reactants: C([O-])([O-])=O.[Na+].[Na+] (sodium carbonate), FC(C(=O)N1CCOC2(C1)CCN(CC2)CC2=C(C=CC(=C2)CCO)F)(F)F (2,2,2-Trifluoro-1-(9-(2-fluoro-5-(2-hydroxyethyl)benzyl)-1-oxa-4,9-diazaspiro[5.5]undecan-4-yl)ethanone). Run in O (water), C(C)#N (acetonitrile). Reaction conditions: temperature 20 celsius, time 20 hour. Yields the product O1CCNCC12CCN(CC2)CC=2C=C(C=CC2F)CCO (2-(3-(1-Oxa-4,9-diazaspiro[5.5]undecan-9-ylmethyl)-4-fluorophenyl)ethanol). RXN SMILES: C(=O)([O-])[O-].[Na+].[Na+].FC(F)(F)C([N:11]1[CH2:16][C:15]2([CH2:21][CH2:20][N:19]([CH2:22][C:23]3[CH:28]=[C:27]([CH2:29][CH2:30][OH:31])[CH:26]=[CH:25][C:24]=3[F:32])[CH2:18][CH2:17]2)[O:14][CH2:13][CH2:12]1)=O>O.C(#N)C>[O:14]1[C:15]2([CH2:21][CH2:20][N:19]([CH2:22][C:23]3[CH:28]=[C:27]([CH2:29][CH2:30][OH:31])[CH:26]=[CH:25][C:24]=3[F:32])[CH2:18][CH2:17]2)[CH2:16][NH:11][CH2:12][CH2:13]1 |f:0.1.2|. Procedure details: A solution of sodium carbonate (1.4 g) in water (40 mL) was added to a solution of 2,2,2-trifluoro-1-(9-(2-fluoro-5-(2-hydroxyethyl)benzyl)-1-oxa-4,9-diazaspiro[5.5]undecan-4-yl)ethanone [Example 44, step b] (4.2 g) in acetonitrile (40 mL). The reaction mixture was stirred at 20° C. for 20 hours. The acetonitrile was removed under reduced pressure and the remaining aqueous solution was extracted with DCM (×9). The combined DCM extracts were dried, filtered and the solvent removed under reduced p...